From a dataset of the Open Reaction Database (ORD), a public repository of structured organic reaction records. describe an organic reaction: reactants, conditions, products, and yield Reactants: C(CCC)[SnH](CCCC)CCCC (Tri-butyltin hydride), hexanes, [Si](C1=CC=CC=C1)(C1=CC=CC=C1)(C(C)(C)C)OC[C@@H]1CC([C@@H](O1)N1C(=O)NC(=O)C(C)=C1)[Se]C1=CC=CC=C1 (5'-O-(t-Butyldiphenylsilyl)-3'-deoxy-2'-phenylselenenylthymidine), solution, C(C)B(CC)CC (triethyl borane), C(Cl)Cl.CO (CH2Cl2 MeOH). Run in C(C)#N (acetonitrile), C1=CC=CC=C1 (benzene). Reaction conditions: time 4 hour. Yields the product [Si](C1=CC=CC=C1)(C1=CC=CC=C1)(C(C)(C)C)OC[C@@H]1CC[C@@H](O1)N1C(=O)NC(=O)C(C)=C1 (5'-O-(t-Butyldiphenylsilyl)-3'-deoxythymidine). RXN SMILES: C([SnH](CCCC)CCCC)CCC.C(B(CC)CC)C.[Si:21]([O:38][CH2:39][C@H:40]1[O:44][C@@H:43]([N:45]2[CH:53]=[C:51]([CH3:52])[C:49](=[O:50])[NH:48][C:46]2=[O:47])[CH:42]([Se]C2C=CC=CC=2)[CH2:41]1)([C:34]([CH3:37])([CH3:36])[CH3:35])([C:28]1[CH:33]=[CH:32][CH:31]=[CH:30][CH:29]=1)[C:22]1[CH:27]=[CH:26][CH:25]=[CH:24][CH:23]=1.C(Cl)Cl.CO>C1C=CC=CC=1.C(#N)C>[Si:21]([O:38][CH2:39][C@H:40]1[O:44][C@@H:43]([N:45]2[CH:53]=[C:51]([CH3:52])[C:49](=[O:50])[NH:48][C:46]2=[O:47])[CH2:42][CH2:41]1)([C:34]([CH3:36])([CH3:35])[CH3:37])([C:22]1[CH:27]=[CH:26][CH:25]=[CH:24][CH:23]=1)[C:28]1[CH:33]=[CH:32][CH:31]=[CH:30][CH:29]=1 |f:3.4|. Reported procedure: Tri-butyltin hydride (0.18 mL, 0.67 mmol), followed by a 1M solution of triethyl borane in hexanes (0.5 mL, 0.5 mmol) were added under argon to a suspension of 5'-O-(t-butyldiphenylsilyl)-3'-deoxy-2'-phenylselenenylthymidine 6 (0.282 g, 0.45 mmol) in anhydrous benzene. The reaction mixture slowly became clear. After 4 hours of stirring, thin layer chromatography (CH2Cl2 /MeOH: 9.5/0.5) indicated complete disappearance of the starting material. The reaction mixture was diluted with acetonitrile t... The reactants are C(C)N(C(=O)C1SC2=C(C=3N(C4=CC=CC=C4C13)CCO)C=CC=C2)CC (11-(2-Hydroxy-ethyl)-6,11-dihydro-5-thia-11-aza-benzo[α]fluorene-6-carboxylic acid diethylamide), C=1(C(=CC=CC1)S(=O)(=O)Cl)C (toluenesulfonyl chloride), N1=CC=CC=C1 (pyridine). The solvent is ClCCl (dichloromethane). Reaction conditions: time 48 hour. Yields the product C(C)N(C(=O)C1SC2=C(C=3N(C4=CC=CC=C4C13)CCOS(=O)(=O)C1=CC=C(C)C=C1)C=CC=C2)CC (11-(2-Tosyloxy-ethyl)-6,11-dihydro-5-thia-11-aza-benzo[α]fluorene-6-carboxylic acid diethylamide). Yield: 70.5%. RXN SMILES: [CH2:1]([N:3]([CH2:26][CH3:27])[C:4]([CH:6]1[C:18]2[C:17]3[C:12](=[CH:13][CH:14]=[CH:15][CH:16]=3)[N:11]([CH2:19][CH2:20][OH:21])[C:10]=2[C:9]2[CH:22]=[CH:23][CH:24]=[CH:25][C:8]=2[S:7]1)=[O:5])[CH3:2].[C:28]1(C)[C:29]([S:34](Cl)(=[O:36])=[O:35])=[CH:30][CH:31]=[CH:32][CH:33]=1.N1C=CC=C[CH:40]=1>ClCCl>[CH2:26]([N:3]([CH2:1][CH3:2])[C:4]([CH:6]1[C:18]2[C:17]3[C:12](=[CH:13][CH:14]=[CH:15][CH:16]=3)[N:11]([CH2:19][CH2:20][O:21][S:34]([C:29]3[CH:28]=[CH:33][C:32]([CH3:40])=[CH:31][CH:30]=3)(=[O:35])=[O:36])[C:10]=2[C:9]2[CH:22]=[CH:23][CH:24]=[CH:25][C:8]=2[S:7]1)=[O:5])[CH3:27]. Reported procedure: To a solution of 11-(2-Hydroxy-ethyl)-6,11-dihydro-5-thia-11-aza-benzo[α]fluorene-6-carboxylic acid diethylamide (iv) (100 mg, 0.26 mmol) in anhydrous dichloromethane 3 ml was added toluenesulfonyl chloride (100 mg, 0.52 mmol) and pyridine (0.2 ml, 2.6 mmol) at 0° C. under nitrogen. The reaction mixture was then stirred at room temperature for 48 hours. After quenched with 20 ml water, the mixture was extracted with dichloromethane 2×20 ml. The organic was dried (MgSO4) and removed in vacuo. The... As a reaction SMILES: [CH3:15][C:16](=[O:17])[O-:18].[CH3:19][C:20](=[O:21])[CH2:22][C:23]([CH3:24])=[O:25].[CH3:28][CH2:29][OH:30].[ClH:26].[N:10]([O-:11])=[O:12].[NH2:1][c:2]1[cH:3][cH:4][c:5]([O:8][CH3:9])[cH:6][cH:7]1.[Na+:13].[Na+:14].[OH2:27]>>[NH:1]([c:2]1[cH:3][cH:4][c:5]([O:8][CH3:9])[cH:6][cH:7]1)[N:10]=[C:22]([C:20]([CH3:19])=[O:21])[C:23]([CH3:24])=[O:25]. Yields the product COc1ccc(NN=C(C(C)=O)C(C)=O)cc1. The reactants are CC(=O)[O-], CC(=O)CC(C)=O, CCO, Cl, O=N[O-], COc1ccc(N)cc1, [Na+], [Na+], O.